Dataset: the Open Reaction Database (ORD), a public repository of structured organic reaction records. Task: describe an organic reaction: reactants, conditions, products, and yield The reactants are C(#N)C1=CC2=C(OC(C=C2N2C(C=C(C=C2)C(C[Si](C)(C)C)O)=O)(C)C)C=C1 (6-cyano-2,2-dimethyl-4-{1,2-dihydro-2-oxo-4-(1-hydroxy-2-trimethylsilylethyl)-1-pyridinyl}-2H-benzo[b]pyran), [H-].[Na+] (sodium hydride), P(=O)([O-])([O-])[O-] (phosphate). The solvent is O1CCCC1 (tetrahydrofuran). The product is C(#N)C1=CC2=C(OC(C=C2N2C(C=C(C=C2)C=C)=O)(C)C)C=C1 (6-cyano-2,2-dimethyl-4-(1,2-dihydro-2-oxo-4-vinyl-1-pyridinyl)-2H-benzo[b]pyran). Isolated yield 73.0%. RXN SMILES: [C:1]([C:3]1[CH:28]=[CH:27][C:6]2[O:7][C:8]([CH3:26])([CH3:25])[CH:9]=[C:10]([N:11]3[CH:16]=[CH:15][C:14]([CH:17](O)[CH2:18][Si](C)(C)C)=[CH:13][C:12]3=[O:24])[C:5]=2[CH:4]=1)#[N:2].[H-].[Na+].P([O-])([O-])([O-])=O>O1CCCC1>[C:1]([C:3]1[CH:28]=[CH:27][C:6]2[O:7][C:8]([CH3:25])([CH3:26])[CH:9]=[C:10]([N:11]3[CH:16]=[CH:15][C:14]([CH:17]=[CH2:18])=[CH:13][C:12]3=[O:24])[C:5]=2[CH:4]=1)#[N:2] |f:1.2|. Procedure: In 22 ml of anhydrous tetrahydrofuran, is dissolved 875 mg of 6-cyano-2,2-dimethyl-4-{1,2-dihydro-2-oxo-4-(1-hydroxy-2-trimethylsilylethyl)-1-pyridinyl}-2H-benzo[b]pyran obtained in Example 26. Then, 89 mg of 60% oily sodium hydride is added to the solution at room temperature and reacted at room temperature for 4 hours. After stopping the reaction by adding 0.2 M phosphate buffer, the reaction mixture is extracted with ethyl acetate. The organic layer is washed successively with water and satur... Starting materials: C1COCCN1, ClCCl, CC12CC(=O)C3C(CCC4CC(O)CCC43C)C1CCC2C(=O)CCOC(=O)CI. Yields the product CC12CC(=O)C3C(CCC4CC(O)CCC43C)C1CCC2C(=O)CCOC(=O)CN1CCOCC1. As a reaction SMILES: [CH2:31]1[CH2:32][O:33][CH2:34][CH2:35][NH:36]1.[Cl:37][CH2:38][Cl:39].[OH:1][CH:2]1[CH2:3][CH:4]2[CH2:5][CH2:6][CH:7]3[CH:8]4[CH2:9][CH2:10][CH:11]([C:12]([CH2:13][CH2:14][O:15][C:16]([CH2:17][I:18])=[O:19])=[O:20])[C:21]4([CH3:30])[CH2:22][C:23](=[O:29])[CH:24]3[C:25]2([CH3:28])[CH2:26][CH2:27]1>>[OH:1][CH:2]1[CH2:3][CH:4]2[CH2:5][CH2:6][CH:7]3[CH:8]4[CH2:9][CH2:10][CH:11]([C:12]([CH2:13][CH2:14][O:15][C:16]([CH2:17][N:36]5[CH2:31][CH2:32][O:33][CH2:34][CH2:35]5)=[O:19])=[O:20])[C:21]4([CH3:30])[CH2:22][C:23](=[O:29])[CH:24]3[C:25]2([CH3:28])[CH2:26][CH2:27]1. Starting materials: CC(=O)O, COC(=O)c1cc(C(C)=O)ccc1OC, Cl. Yields the product COc1ccc(C(C)=O)cc1C(=O)O. As a reaction SMILES: [CH3:17][C:18](=[O:19])[OH:20].[CH3:1][O:2][c:3]1[c:4]([C:5](=[O:6])[O:7][CH3:8])[cH:9][c:10]([C:13]([CH3:14])=[O:15])[cH:11][cH:12]1.[ClH:16]>>[CH3:1][O:2][c:3]1[c:4]([C:5](=[O:6])[OH:7])[cH:9][c:10]([C:13]([CH3:14])=[O:15])[cH:11][cH:12]1.